Dataset: the Open Reaction Database (ORD), a public repository of structured organic reaction records. Task: describe an organic reaction: reactants, conditions, products, and yield Reactants: C([O-])([O-])=O.[K+].[K+] (Potassium carbonate), BrCC(=O)OC(C)C (isopropyl bromoacetate), CC(=O)C=1C=CC(=CC1)O (4-hydroxyacetophenone). Solvent: CC(=O)C (acetone). Product: C(C)(=O)C1=CC=C(OCC(=O)OC(C)C)C=C1 (isopropyl 4-acetylphenoxyacetate). RXN SMILES: C(=O)([O-])[O-].[K+].[K+].Br[CH2:8][C:9]([O:11][CH:12]([CH3:14])[CH3:13])=[O:10].[CH3:15][C:16]([C:18]1[CH:19]=[CH:20][C:21]([OH:24])=[CH:22][CH:23]=1)=[O:17]>CC(C)=O>[C:16]([C:18]1[CH:23]=[CH:22][C:21]([O:24][CH2:8][C:9]([O:11][CH:12]([CH3:14])[CH3:13])=[O:10])=[CH:20][CH:19]=1)(=[O:17])[CH3:15] |f:0.1.2|. Reported procedure: Potassium carbonate (17.0g.) was added to a solution of isopropyl bromoacetate (24.0g.) and 4-hydroxyacetophenone (17.7g.) in acetone (200ml.). The mixture was heated under reflux for 24 hours, cooled and filtered. The filtrate was evaporated to an oil which was dissolved in ether (150ml.). The solution was washed with sodium bicarbonate solution (2 × 30ml.), water (2 × 30ml.), dried and evaporated. The residual oil was distilled to give isopropyl 4-acetylphenoxyacetate, I.R. peaks at 1750 and 1... The reactants are S(O)(O)(=O)=O (sulfuric acid), BrC1=CC=C(C=C1)C(C(=O)O)O ((4-Bromo-phenyl)-hydroxy-acetic acid), CC(=O)C (acetone), C([O-])([O-])=O.[Na+].[Na+] (sodium carbonate). Solvent: O (water). Run at temperature -10 celsius, time 30 minute. Yields the product BrC1=CC=C(C=C1)C1C(OC(O1)(C)C)=O (5-(4-Bromo-phenyl)-2,2-dimethyl-[1,3]dioxolan-4-one). As a reaction SMILES: [Br:1][C:2]1[CH:7]=[CH:6][C:5]([CH:8]([OH:12])[C:9]([OH:11])=[O:10])=[CH:4][CH:3]=1.S(=O)(=O)(O)O.C(=O)([O-])[O-].[Na+].[Na+].[CH3:24][C:25]([CH3:27])=O>O>[Br:1][C:2]1[CH:3]=[CH:4][C:5]([CH:8]2[O:12][C:25]([CH3:27])([CH3:24])[O:10][C:9]2=[O:11])=[CH:6][CH:7]=1 |f:2.3.4|. Reported procedure: (4-Bromo-phenyl)-hydroxy-acetic acid (97 g, 0.42 mol) is dissolved in 200 ml of acetone and cooled to −10° C. At this temperature 23 ml of concentrated sulfuric acid are added dropwise. After the addition is complete, the reaction mixture is stirred at −10° C. for further 30 minutes and is subsequently poured into a cooled (0° C.) solution of sodium carbonate (86 g, mol) in 800 ml of water. The crystalline 5-(4-bromo-phenyl)-2,2-dimethyl-[1,3]dioxolan-4-one is filtered, washed with ice-cold wate... Starting materials: CN1CCC2(CC1)OC(c1ccccc1)c1ccccc12, COS(=O)(=O)OC, CCCCCC, [Li]CCCC, C1CCOC1. Product: CN1CCC2(CC1)OC(C)(c1ccccc1)c1ccccc12. Reaction SMILES: [CH3:1][N:2]1[CH2:3][CH2:4][C:5]2([O:6][CH:7]([c:14]3[cH:15][cH:16][cH:17][cH:18][cH:19]3)[c:8]3[cH:9][cH:10][cH:11][cH:12][c:13]32)[CH2:20][CH2:21]1.[CH3:32][O:33][S:34]([O:35][CH3:36])(=[O:37])=[O:38].[CH3:39][CH2:40][CH2:41][CH2:42][CH2:43][CH3:44].[Li:27][CH2:28][CH2:29][CH2:30][CH3:31].[O:22]1[CH2:23][CH2:26][CH2:25][CH2:24]1>>[CH3:1][N:2]1[CH2:3][CH2:4][C:5]2([O:6][C:7]([c:14]3[cH:15][cH:16][cH:17][cH:18][cH:19]3)([CH3:23])[c:8]3[cH:9][cH:10][cH:11][cH:12][c:13]32)[CH2:20][CH2:21]1.